From a dataset of the Open Reaction Database (ORD), a public repository of structured organic reaction records. describe an organic reaction: reactants, conditions, products, and yield RXN SMILES: S(=O)(=O)(O)O.O.[C:7]([OH:16])(=[O:15])[CH2:8][CH2:9][CH2:10][CH2:11][CH:12]([CH3:14])[CH3:13].[CH3:17]O>>[C:7]([O:16][CH3:17])(=[O:15])[CH2:8][CH2:9][CH2:10][CH2:11][CH:12]([CH3:14])[CH3:13].[C:7]([OH:16])(=[O:15])[CH2:8][CH2:9][CH2:10][CH2:11][CH:12]([CH3:14])[CH3:13]. The product is C(CCCCC(C)C)(=O)OC (methyl isooctanoate), C(CCCCC(C)C)(=O)O (isooctanoic acid). Procedure: The sulfuric acid is employed in an amount sufficient to both catalyze the reaction and to serve as a dehydrating agent or desiccant for the by-product water. Accordingly, the sulfuric acid should be employed in an amount greater than about 0.05 moles per mole of carboxylic acid to be esterified and preferably above 0.1 moles and of sulfuric acid per mole of carboxylic acid, which is sufficient to both catalyze the dehydrate the water. Most desirably, from about 0.1 to about 0.5 moles of sulfuri... Reactants: carboxylic acid, carboxylic acid, C(CCCCC(C)C)(=O)O (isooctanoic acid), CO (methanol), CO (methanol), alcohol, O (water), carboxylic acid, S(O)(O)(=O)=O (sulfuric acid), carboxylic acid, S(O)(O)(=O)=O (sulfuric acid), CO (methanol), S(O)(O)(=O)=O (sulfuric acid), carboxylic acid, alcohol, O (water), S(O)(O)(=O)=O (sulfuric acid). Starting materials: Brc1cc(Br)cc(Cc2ccccc2)c1, C1CCOC1, [Li]CCCC, CCOC(C)=O, CN(C)C=O. Product: O=Cc1ccccc1. RXN SMILES: [CH2:1]([c:2]1[cH:3][cH:4][cH:5][cH:6][cH:7]1)[c:8]1[cH:9][c:10]([Br:11])[cH:12][c:13]([Br:14])[cH:15]1.[CH2:26]1[O:27][CH2:28][CH2:29][CH2:30]1.[CH3:16][CH2:17][CH2:18][CH2:19][Li:20].[CH3:31][CH2:32][O:33][C:34](=[O:35])[CH3:36].[O:21]=[CH:22][N:23]([CH3:24])[CH3:25]>>[CH:1]([c:2]1[cH:3][cH:4][cH:5][cH:6][cH:7]1)=[O:21]. Starting materials: N1=CC=CC=C1.F (hydrogen fluoride-pyridine), COC(CCCCCSC1=C(C[C@H]([C@@H]1\C=C\[C@H](C[C@@H](CCCC)C)O[Si](C)(C)C(C)(C)C)O[Si](C)(C)C(C)(C)C)OC(C1=CC=CC=C1)=O)=O (methyl(11R,12S,13E,15S,17R)-9-benzoyloxy-11,15-bis(tert-butyldimethylsiloxy)-17,20-dimethyl-7-thiaprosta-8,13-dienoate). Product: COC(CCCCCSC1=C(C[C@H]([C@@H]1\C=C\[C@H](C[C@@H](CCCC)C)O)O)OC(C1=CC=CC=C1)=O)=O (methyl(11R,12S,13E,15S,17R)-9-benzoyloxy-11,15-dihydroxy-17,20-dimethyl-7-thiaprosta-8,13-dienoate). Yield: 27.7%. RXN SMILES: N1C=CC=CC=1.F.[CH3:8][O:9][C:10](=[O:57])[CH2:11][CH2:12][CH2:13][CH2:14][CH2:15][S:16][C:17]1[C@@H:21](/[CH:22]=[CH:23]/[C@@H:24]([O:32][Si](C(C)(C)C)(C)C)[CH2:25][C@H:26]([CH3:31])[CH2:27][CH2:28][CH2:29][CH3:30])[C@H:20]([O:40][Si](C(C)(C)C)(C)C)[CH2:19][C:18]=1[O:48][C:49](=[O:56])[C:50]1[CH:55]=[CH:54][CH:53]=[CH:52][CH:51]=1>>[CH3:8][O:9][C:10](=[O:57])[CH2:11][CH2:12][CH2:13][CH2:14][CH2:15][S:16][C:17]1[C@@H:21](/[CH:22]=[CH:23]/[C@@H:24]([OH:32])[CH2:25][C@H:26]([CH3:31])[CH2:27][CH2:28][CH2:29][CH3:30])[C@H:20]([OH:40])[CH2:19][C:18]=1[O:48][C:49](=[O:56])[C:50]1[CH:51]=[CH:52][CH:53]=[CH:54][CH:55]=1 |f:0.1|. Procedure: Using as the material and reagent a hydrogen fluoride-pyridine solution (0.7 ml) and methyl(11R,12S,13E,15S,17R)-9-benzoyloxy-11,15-bis(tert-butyldimethylsiloxy)-17,20-dimethyl-7-thiaprosta-8,13-dienoate (734 mg), the same procedure as in Example 2 was performed to obtain methyl(11R,12S,13E,15S,17R)-9-benzoyloxy-11,15-dihydroxy-17,20-dimethyl-7-thiaprosta-8,13-dienoate (141 mg, 28%)